Dataset: the Open Reaction Database (ORD), a public repository of structured organic reaction records. Task: describe an organic reaction: reactants, conditions, products, and yield The reactants are N1C=NC(=C1)C1=NC=CC(=C1)C(=O)OC (methyl 2-(1H-imidazol-4-yl)pyridine-4-carboxylate), Cl.ClCCN1CCCC1 (1-(2-chloroethyl)pyrrolidine hydrogen chloride), C([O-])([O-])=O.[Cs+].[Cs+] (cesium carbonate). Solvent: CN(C)C=O (DMF). Conditions: temperature 120 celsius. The product is N1(CCCC1)CCN1C=NC(=C1)C1=NC=CC(=C1)C(=O)OC (methyl 2-{1-[2-(pyrrolidin-1-yl)ethyl]-1H-imidazol-4-yl}pyridine-4-carboxylate). RXN SMILES: [NH:1]1[CH:5]=[C:4]([C:6]2[CH:11]=[C:10]([C:12]([O:14][CH3:15])=[O:13])[CH:9]=[CH:8][N:7]=2)[N:3]=[CH:2]1.Cl.Cl[CH2:18][CH2:19][N:20]1[CH2:24][CH2:23][CH2:22][CH2:21]1.C(=O)([O-])[O-].[Cs+].[Cs+]>CN(C=O)C>[N:20]1([CH2:19][CH2:18][N:1]2[CH:5]=[C:4]([C:6]3[CH:11]=[C:10]([C:12]([O:14][CH3:15])=[O:13])[CH:9]=[CH:8][N:7]=3)[N:3]=[CH:2]2)[CH2:24][CH2:23][CH2:22][CH2:21]1 |f:1.2,3.4.5|. Reported procedure: A mixture of methyl 2-(1H-imidazol-4-yl)pyridine-4-carboxylate (20 mg, 0.10 mmol), 1-(2-chloroethyl)pyrrolidine hydrogen chloride (34 mg, 0.2 mmol) and cesium carbonate (130 mg, 0.4 mmol) in 2 mL DMF was heated at 120° C. for 2 hr. The reaction mixture was purified by ISCO flash column chromatography (MeOH/DCM=0-100%). 1H NMR (400 MHz, DMSO-d6): δ 1.77 (4H, m), 2.67 (4H, m), 2.74 (2H, t, J=6.2 Hz), 3.92 (3H, s), 4.17 (2H, t, J=6.2 Hz), 7.62 (1H, dd, J=1.3 Hz and 5.0 Hz), 7.79 (1H, s), 7.87 (1H, ... Starting materials: CC(C)OC(N[C@@H]1C[C@@H](N(C2=CC=C(C=C12)C#C)C(C)=O)C)=O (1-methylethyl[(2S,4R)-1-acetyl-6-ethynyl-2-methyl-1,2,3,4-tetrahydro-4-quinolinyl]carbamate), N(=[N+]=[N-])CC(=O)OC (methyl azidoacetate), Intermediate 58, CO (methanol). The reagents and catalysts are [Cu]I (copper(I) iodide). Solvent: CN(C=O)C (N,N-dimethylformamide). Reaction conditions: temperature 100 celsius, time 2 hour. Yields the product C(C)(=O)N1[C@H](C[C@H](C2=CC(=CC=C12)C=1N=NN(C1)CC(=O)OC)NC(=O)OC(C)C)C (methyl {4-[(2S,4R)-1-acetyl-2-methyl-4-({[(1-methylethyl)oxy]carbonyl}amino)-1,2,3,4-tetrahydro-6-quinolinyl]-1H-1,2,3-triazol-1-yl}acetate). The yield is 96.0%. RXN SMILES: [CH3:1][CH:2]([O:4][C:5](=[O:23])[NH:6][C@H:7]1[C:16]2[C:11](=[CH:12][CH:13]=[C:14]([C:17]#[CH:18])[CH:15]=2)[N:10]([C:19](=[O:21])[CH3:20])[C@@H:9]([CH3:22])[CH2:8]1)[CH3:3].CO.[N:26]([CH2:29][C:30]([O:32][CH3:33])=[O:31])=[N+:27]=[N-:28]>CN(C)C=O.[Cu]I>[C:19]([N:10]1[C:11]2[C:16](=[CH:15][C:14]([C:17]3[N:28]=[N:27][N:26]([CH2:29][C:30]([O:32][CH3:33])=[O:31])[CH:18]=3)=[CH:13][CH:12]=2)[C@H:7]([NH:6][C:5]([O:4][CH:2]([CH3:1])[CH3:3])=[O:23])[CH2:8][C@@H:9]1[CH3:22])(=[O:21])[CH3:20]. Procedure details: To a solution of 1-methylethyl[(2S,4R)-1-acetyl-6-ethynyl-2-methyl-1,2,3,4-tetrahydro-4-quinolinyl]carbamate (for a preparation, see Intermediate 58) (408 mg, 1.298 mmol) in N,N-dimethylformamide (DMF) (8 mL) and methanol (0.9 mL) were successively added methyl azidoacetate (299 mg, 2.60 mmol) and copper(I) iodide (12.36 mg, 0.065 mmol). The resulting mixture was stirred at 100° C. under microwave irradiation for 2 h then cooled to room temperature and partitioned between brine and AcOEt. The la... The reactants are COCc1c(C(O)c2ccccc2)ncc2c1c1cc(OCc3ccccc3)ccc1n2S(=O)(=O)c1ccc(C)cc1, CCO, [H-], [Na+]. Product: COCc1c(C(O)c2ccccc2)ncc2[nH]c3ccc(OCc4ccccc4)cc3c12. Reaction SMILES: [CH2:1]([c:2]1[cH:3][cH:4][cH:5][cH:6][cH:7]1)[O:8][c:9]1[cH:10][c:11]2[c:12]3[c:13]([CH2:40][O:41][CH3:42])[c:14]([CH:32]([c:33]4[cH:34][cH:35][cH:36][cH:37][cH:38]4)[OH:39])[n:15][cH:16][c:17]3[n:18]([S:22]([c:23]3[cH:24][cH:25][c:26]([CH3:27])[cH:28][cH:29]3)(=[O:30])=[O:31])[c:19]2[cH:20][cH:21]1.[CH3:45][CH2:46][OH:47].[H-:43].[Na+:44]>>[CH2:1]([c:2]1[cH:3][cH:4][cH:5][cH:6][cH:7]1)[O:8][c:9]1[cH:10][c:11]2[c:12]3[c:13]([CH2:40][O:41][CH3:42])[c:14]([CH:32]([c:33]4[cH:34][cH:35][cH:36][cH:37][cH:38]4)[OH:39])[n:15][cH:16][c:17]3[nH:18][c:19]2[cH:20][cH:21]1. Reactants: CCOC(=O)CCCOc1cccc2c1c(CC(N)=O)c(C)n2Cc1ccccc1, CCO, [Na+], [OH-], O. The product is Cc1c(CC(N)=O)c2c(OCCCC(=O)O)cccc2n1Cc1ccccc1. Reaction SMILES: [CH2:1]([CH3:2])[O:3][C:4]([CH2:5][CH2:6][CH2:7][O:8][c:9]1[c:10]2[c:11]([CH2:26][C:27](=[O:28])[NH2:29])[c:12]([CH3:25])[n:13]([CH2:18][c:19]3[cH:20][cH:21][cH:22][cH:23][cH:24]3)[c:14]2[cH:15][cH:16][cH:17]1)=[O:30].[CH3:33][CH2:34][OH:35].[Na+:32].[OH-:31].[OH2:36]>>[O:3]=[C:4]([CH2:5][CH2:6][CH2:7][O:8][c:9]1[c:10]2[c:11]([CH2:26][C:27](=[O:28])[NH2:29])[c:12]([CH3:25])[n:13]([CH2:18][c:19]3[cH:20][cH:21][cH:22][cH:23][cH:24]3)[c:14]2[cH:15][cH:16][cH:17]1)[OH:30]. Reactants: C(C)(=O)O[C@@H](CCCCN1C(=O)N(C=2N=C(N(C2C1=O)CC1=CC=CC=C1)C)C)C ((R)-1(5-Acetoxyhexyl)-7-benzyl-3,8-dimethylxanthine), Cl (hydrochloric acid). Run in CO (methanol), CCOCC (ether). Reaction conditions: time 12 hour. Yields the product C(C1=CC=CC=C1)N1C(=NC=2N(C(N(C(C12)=O)CCCC[C@@H](C)O)=O)C)C ((R)-7-Benzyl-1-(5-hydroxyhexyl)-3,8-dimethylxanthine). Reaction SMILES: C([O:4][C@H:5]([CH3:30])[CH2:6][CH2:7][CH2:8][CH2:9][N:10]1[C:19](=[O:20])[C:18]2[N:17]([CH2:21][C:22]3[CH:27]=[CH:26][CH:25]=[CH:24][CH:23]=3)[C:16]([CH3:28])=[N:15][C:14]=2[N:13]([CH3:29])[C:11]1=[O:12])(=O)C.Cl>CO.CCOCC>[CH2:21]([N:17]1[C:18]2[C:19](=[O:20])[N:10]([CH2:9][CH2:8][CH2:7][CH2:6][C@H:5]([OH:4])[CH3:30])[C:11](=[O:12])[N:13]([CH3:29])[C:14]=2[N:15]=[C:16]1[CH3:28])[C:22]1[CH:27]=[CH:26][CH:25]=[CH:24][CH:23]=1. Procedure details: A solution of (R)-1(5-Acetoxyhexyl)-7-benzyl-3,8-dimethylxanthine (500 mg) in methanol (20 ml) was treated with 1 M hydrochloric acid in ether (2.5 ml) and stirred for 12 hours. After evaporation of volatiles under reduced pressure, the residue was dissolved in ethyl acetate (100 ml), washed with saturated sodium bicarbonate solution (30 ml), dried over anhydrous magnesium sulfate and concentrated. Yield=420 mg. Reactants: COC(=O)CCC(CO[Si](C)(C)C(C)(C)C)NC(=O)OC(C)(C)C, C1CCOC1, CO. Yields the product CC(C)(C)OC(=O)NC(CCCO)CO[Si](C)(C)C(C)(C)C. Reaction SMILES: [C:1]([CH3:2])([CH3:3])([CH3:4])[O:5][C:6](=[O:7])[NH:8][CH:9]([CH2:10][CH2:11][C:12](=[O:13])[O:14][CH3:15])[CH2:16][O:17][Si:18]([CH3:19])([CH3:20])[C:21]([CH3:22])([CH3:23])[CH3:24].[CH2:25]1[O:26][CH2:27][CH2:28][CH2:29]1.[CH3:30][OH:31]>>[C:1]([CH3:2])([CH3:3])([CH3:4])[O:5][C:6](=[O:7])[NH:8][CH:9]([CH2:10][CH2:11][CH2:12][OH:13])[CH2:16][O:17][Si:18]([CH3:19])([CH3:20])[C:21]([CH3:22])([CH3:23])[CH3:24]. Reactants: C=CC(=O)OCCCCCCOc1ccc(C(=O)O)cc1, CN(C)c1ccncc1, ClCCl, O, O=Cc1ccc(O)cc1. Product: C=CC(=O)OCCCCCCOc1ccc(C(=O)Oc2ccc(C=O)cc2)cc1. Reaction SMILES: [C:1]([CH:2]=[CH2:3])(=[O:4])[O:5][CH2:6][CH2:7][CH2:8][CH2:9][CH2:10][CH2:11][O:12][c:13]1[cH:14][cH:15][c:16]([C:17](=[O:18])[OH:19])[cH:20][cH:21]1.[CH3:32][N:33]([CH3:34])[c:35]1[cH:36][cH:37][n:38][cH:39][cH:40]1.[Cl:41][CH2:42][Cl:43].[OH2:31].[OH:22][c:23]1[cH:24][cH:25][c:26]([CH:27]=[O:28])[cH:29][cH:30]1>>[C:1]([CH:2]=[CH2:3])(=[O:4])[O:5][CH2:6][CH2:7][CH2:8][CH2:9][CH2:10][CH2:11][O:12][c:13]1[cH:14][cH:15][c:16]([C:17](=[O:18])[O:19][c:23]2[cH:24][cH:25][c:26]([CH:27]=[O:28])[cH:29][cH:30]2)[cH:20][cH:21]1.